Dataset: the Open Reaction Database (ORD), a public repository of structured organic reaction records. Task: describe an organic reaction: reactants, conditions, products, and yield The reactants are [Si](C)(C)(C(C)(C)C)OCCOC1=CC=C(OCC#CC2C(CSC3=CC(=CC=C23)OCOC)(C)C2=CC=C(C=C2)OCOC)C=C1 (4-{3-[4-(2-t-butyldimethylsilyloxyethoxy)phenoxy]-1-propynyl}-7-methoxymethoxy-3-[4-(methoxymethoxy)phenyl]-3-methylthiochroman). Reagents/catalysts: [OH-].[OH-].[Pd+2] (palladium hydroxide/carbon). The solvent is C(C)O (ethanol), O1CCCC1 (tetrahydrofuran). Conditions: time 17 hour. Yields the product OCCOC1=CC=C(OCCCC2C(CSC3=CC(=CC=C23)OCOC)(C)C2=CC=C(C=C2)OCOC)C=C1 (4-(3-[4-(2-hydroxyethoxy)phenoxy]propyl}-7-methoxymethoxy-3-[4-(methoxymethoxy)phenyl]-3-methylthiochroman). Isolated yield 70.8%. Reaction SMILES: [Si]([O:8][CH2:9][CH2:10][O:11][C:12]1[CH:46]=[CH:45][C:15]([O:16][CH2:17][C:18]#[C:19][CH:20]2[C:29]3[C:24](=[CH:25][C:26]([O:30][CH2:31][O:32][CH3:33])=[CH:27][CH:28]=3)[S:23][CH2:22][C:21]2([C:35]2[CH:40]=[CH:39][C:38]([O:41][CH2:42][O:43][CH3:44])=[CH:37][CH:36]=2)[CH3:34])=[CH:14][CH:13]=1)(C(C)(C)C)(C)C>C(O)C.O1CCCC1.[OH-].[OH-].[Pd+2]>[OH:8][CH2:9][CH2:10][O:11][C:12]1[CH:46]=[CH:45][C:15]([O:16][CH2:17][CH2:18][CH2:19][CH:20]2[C:29]3[C:24](=[CH:25][C:26]([O:30][CH2:31][O:32][CH3:33])=[CH:27][CH:28]=3)[S:23][CH2:22][C:21]2([C:35]2[CH:40]=[CH:39][C:38]([O:41][CH2:42][O:43][CH3:44])=[CH:37][CH:36]=2)[CH3:34])=[CH:14][CH:13]=1 |f:3.4.5|. Procedure details: 4-{3-[4-(2-t-Butyldimethylsilyloxyethoxy)phenoxy]-1-propynyl}-7-methoxymethoxy-3-[4-(methoxymethoxy)phenyl]-3-methylthiochroman (6) prepared in Step 4 (408 mg) was dissolved in a solvent mixture of ethanol (6 ml) and tetrahydrofuran (2 ml), 20% palladium hydroxide/carbon (130 mg) washed with ethanol was added, and the resulting mixture was stirred under hydrogen for 17 hours. The reaction solution was filtered through cellite, concentrated, and subjected to silica gel column chromatography to gi... The reactants are O=C1C(CCCC1)C(C(=O)O)C1=CC=CC=C1 (2-(2-oxo-cyclohexyl)-2-phenyl acetic acid), NC1=CC=C(C=C1)O (4-aminophenol), O (water). The solvent is C=1(C(=CC=CC1)C)C (xylene). Yields the product OC1=CC=C(C=C1)N1C(C(=C2CCCCC12)C1=CC=CC=C1)=O (1-(4-hydroxyphenyl)-2-oxo-3-phenyl-2,4,5,6,7,7a-hexahydro-indole). Yield: 82.0%. Reaction SMILES: O=[C:2]1[CH2:7][CH2:6][CH2:5][CH2:4][CH:3]1[CH:8]([C:12]1[CH:17]=[CH:16][CH:15]=[CH:14][CH:13]=1)[C:9]([OH:11])=O.[NH2:18][C:19]1[CH:24]=[CH:23][C:22]([OH:25])=[CH:21][CH:20]=1.O>C1(C)C(C)=CC=CC=1>[OH:25][C:22]1[CH:23]=[CH:24][C:19]([N:18]2[CH:2]3[C:3]([CH2:4][CH2:5][CH2:6][CH2:7]3)=[C:8]([C:12]3[CH:17]=[CH:16][CH:15]=[CH:14][CH:13]=3)[C:9]2=[O:11])=[CH:20][CH:21]=1. Procedure: 92.8 g of 2-(2-oxo-cyclohexyl)-2-phenyl acetic acid and 44 g of 4-aminophenol in 800 cm3 of xylene were stirred and heated under reflux, as indicated in Example 1a), until the water formed in the reaction has been totally eliminated. This took 2 hours (volume collected: 14.2 cm3 ; theoretical: 14.4 cm3). After the distillation of 400 cm3 of solvent, the residue was cooled. The precipitate produced was collected and recrystallized from methylcellosolve to give 100 g (82%) of 1-(4-hydroxyphenyl)-2... Starting materials: N#C[C-](C#N)C#N, CCOCC, CCO, [K+], O, O=S(=O)(O)O. The product is CCOC(N)=C(C#N)C#N. RXN SMILES: [C:1](#[N:2])[C-:3]([C:4]#[N:5])[C:6]#[N:7].[CH3:10][CH2:11][O:12][CH2:13][CH3:14].[CH3:20][CH2:21][OH:22].[K+:8].[OH2:9].[S:15](=[O:16])(=[O:17])([OH:18])[OH:19]>>[C:1]([NH2:2])(=[C:3]([C:4]#[N:5])[C:6]#[N:7])[O:12][CH2:11][CH3:10]. Starting materials: [C-]#[Si+] (silicon carbide), COCCCCCCCC (1-methoxyoctane). Yields the product COCC=CCCCC=C (1-methoxy-2,7-octadiene). Reaction SMILES: [C-]#[Si+].[CH3:3][O:4][CH2:5][CH2:6][CH2:7][CH2:8][CH2:9][CH2:10][CH2:11][CH3:12]>>[CH3:3][O:4][CH2:5][CH:6]=[CH:7][CH2:8][CH2:9][CH2:10][CH:11]=[CH2:12]. Procedure: Nitrogen gas was introduced downflow to a 1″×18″ 316 s.s. hot tube reactor system containing 67 ml of silicon carbide (SiC) at a total rate of 6.2 ml/min. The hot tube reactor was heated to 450° C. at which time 1-methoxyoctane (MO), obtained from hydrogenation of 1-methoxy-2,7-octadiene, was added downflow at 0.1 ml/min. Under these conditions 1-methoxyoctane was converted to a mixture of 1-octene and mixed internal octenes at 3.3% wt conversion with a selectivity to 1-octene of 10 m % and mixe... Reactants: CNC(=O)c1cc(Oc2ccc3c(c2)CC(C(=O)Nc2cc(CCN4Cc5ccccc5C4)cc(C(F)(F)F)c2)CC3)ccn1, CCOC(C)=O, NCCN, O. Product: CNC(=O)c1cc(Oc2ccc3c(c2)CC(C(=O)Nc2cc(CCN)cc(C(F)(F)F)c2)CC3)ccn1. Reaction SMILES: [CH2:1]1[N:2]([CH2:10][CH2:11][c:12]2[cH:13][c:14]([NH:22][C:23](=[O:24])[CH:25]3[CH2:26][CH2:27][c:28]4[cH:29][cH:30][c:31]([O:35][c:36]5[cH:37][c:38]([C:42](=[O:43])[NH:44][CH3:45])[n:39][cH:40][cH:41]5)[cH:32][c:33]4[CH2:34]3)[cH:15][c:16]([C:18]([F:19])([F:20])[F:21])[cH:17]2)[CH2:9][c:4]2[c:3]1[cH:8][cH:7][cH:6][cH:5]2.[CH3:50][CH2:51][O:52][C:53]([CH3:54])=[O:55].[NH2:46][CH2:47][CH2:48][NH2:49].[OH2:56]>>[NH2:2][CH2:10][CH2:11][c:12]1[cH:13][c:14]([NH:22][C:23](=[O:24])[CH:25]2[CH2:26][CH2:27][c:28]3[cH:29][cH:30][c:31]([O:35][c:36]4[cH:37][c:38]([C:42](=[O:43])[NH:44][CH3:45])[n:39][cH:40][cH:41]4)[cH:32][c:33]3[CH2:34]2)[cH:15][c:16]([C:18]([F:19])([F:20])[F:21])[cH:17]1. The reactants are C(C)O[C@@H](COCC1=CC=C(C=C1)[C@H]1C[C@@H](N(C[C@@H]1OCC=1C=CC2=C(N(CCO2)CCCOC)C1)S(=O)(=O)C1=CC=C(C=C1)C)CC(=O)O)C ([(2R,4R,5R)-4-[4-((R)-2-ethoxy-propoxymethyl) -phenyl]-5-[4-(3-methoxy-propyl)-3,4-dihydro-2H-benzo[1,4]oxazin-6-ylmethoxy]-1-(toluene-4-sulfonyl)-piperidin-2-yl]-acetic acid), C(C)NCC (diethylamine). Yields the product C(C)N(C(C[C@@H]1N(C[C@@H]([C@H](C1)C1=CC=C(C=C1)COC[C@@H](C)OCC)OCC=1C=CC2=C(N(CCO2)CCCOC)C1)S(=O)(=O)C1=CC=C(C=C1)C)=O)CC (N,N-Diethyl-2-[(2R,4R,5R)-4-[4-((R)-2-Ethoxy-propoxymethyl)-phenyl]-5-[4-(3-methoxy-propyl) -3,4-dihydro-2H-benzo[1,4]oxazin-6-ylmethoxy]-1-(toluene-4-sulfonyl) -piperidin-2-yl]-acetamide). As a reaction SMILES: [CH2:1]([O:3][C@H:4]([CH3:51])[CH2:5][O:6][CH2:7][C:8]1[CH:13]=[CH:12][C:11]([C@@H:14]2[C@@H:19]([O:20][CH2:21][C:22]3[CH:23]=[CH:24][C:25]4[O:30][CH2:29][CH2:28][N:27]([CH2:31][CH2:32][CH2:33][O:34][CH3:35])[C:26]=4[CH:36]=3)[CH2:18][N:17]([S:37]([C:40]3[CH:45]=[CH:44][C:43]([CH3:46])=[CH:42][CH:41]=3)(=[O:39])=[O:38])[C@@H:16]([CH2:47][C:48](O)=[O:49])[CH2:15]2)=[CH:10][CH:9]=1)[CH3:2].[CH2:52]([NH:54][CH2:55][CH3:56])[CH3:53]>>[CH2:52]([N:54]([CH2:55][CH3:56])[C:48](=[O:49])[CH2:47][C@H:16]1[CH2:15][C@H:14]([C:11]2[CH:10]=[CH:9][C:8]([CH2:7][O:6][CH2:5][C@H:4]([O:3][CH2:1][CH3:2])[CH3:51])=[CH:13][CH:12]=2)[C@@H:19]([O:20][CH2:21][C:22]2[CH:23]=[CH:24][C:25]3[O:30][CH2:29][CH2:28][N:27]([CH2:31][CH2:32][CH2:33][O:34][CH3:35])[C:26]=3[CH:36]=2)[CH2:18][N:17]1[S:37]([C:40]1[CH:45]=[CH:44][C:43]([CH3:46])=[CH:42][CH:41]=1)(=[O:38])=[O:39])[CH3:53]. Reported procedure: According to general procedure D, 1.0 mmol of [(2R,4R,5R)-4-[4-((R)-2-ethoxy-propoxymethyl) -phenyl]-5-[4-(3-methoxy-propyl)-3,4-dihydro-2H-benzo[1,4]oxazin-6-ylmethoxy]-1-(toluene-4-sulfonyl)-piperidin-2-yl]-acetic acid (example 1g) are reacted with diethylamine to afford the title compound, which is identified based on its Rf value. Starting materials: COc1ccc(-c2ccc(S(=O)(=O)NC3CC(CNc4ccccc4)OC3=O)cc2)cc1, COC(=O)C(CC1CO1)NS(=O)(=O)c1ccc(-c2ccc(OC)cc2)cc1, [O-][Cl+3]([O-])([O-])[O-], [O-][Cl+3]([O-])([O-])[O-], [Mg+2], Nc1ccccc1, O. Product: COc1ccc(-c2ccc(S(=O)(=O)NC(CC(O)CNc3ccccc3)C(=O)O)cc2)cc1. Reaction SMILES: [CH3:1][O:2][c:3]1[cH:4][cH:5][c:6](-[c:9]2[cH:10][cH:11][c:12]([S:15](=[O:16])(=[O:17])[NH:18][CH:19]3[C:20](=[O:32])[O:21][CH:22]([CH2:24][NH:25][c:26]4[cH:27][cH:28][cH:29][cH:30][cH:31]4)[CH2:23]3)[cH:13][cH:14]2)[cH:7][cH:8]1.[CH3:33][O:34][c:35]1[cH:36][cH:37][c:38](-[c:39]2[cH:40][cH:41][c:42]([S:43]([NH:44][CH:45]([CH2:46][CH:47]3[O:48][CH2:49]3)[C:50]([O:51][CH3:52])=[O:53])(=[O:54])=[O:55])[cH:56][cH:57]2)[cH:58][cH:59]1.[Cl+3:67]([O-:68])([O-:69])([O-:70])[O-:71].[Cl+3:73]([O-:74])([O-:75])([O-:76])[O-:77].[Mg+2:72].[NH2:60][c:61]1[cH:62][cH:63][cH:64][cH:65][cH:66]1.[OH2:78]>>[CH3:1][O:2][c:3]1[cH:4][cH:5][c:6](-[c:9]2[cH:10][cH:11][c:12]([S:15](=[O:16])(=[O:17])[NH:18][CH:19]([C:20]([OH:21])=[O:32])[CH2:23][CH:22]([CH2:24][NH:25][c:26]3[cH:27][cH:28][cH:29][cH:30][cH:31]3)[OH:34])[cH:13][cH:14]2)[cH:7][cH:8]1. The reactants are [Ba+2], N#CC12CC1CN(Cc1ccccc1)C2, [OH-], [OH-], O, O=S(=O)(O)O. Product: O=C(O)C12CC1CN(Cc1ccccc1)C2. As a reaction SMILES: [Ba+2:17].[CH2:1]([c:2]1[cH:3][cH:4][cH:5][cH:6][cH:7]1)[N:8]1[CH2:9][C:10]2([C:14]#[N:15])[CH2:11][CH:12]2[CH2:13]1.[OH-:16].[OH-:18].[OH2:24].[S:19](=[O:20])(=[O:21])([OH:22])[OH:23]>>[CH2:1]([c:2]1[cH:3][cH:4][cH:5][cH:6][cH:7]1)[N:8]1[CH2:9][C:10]2([C:14](=[O:16])[OH:18])[CH2:11][CH:12]2[CH2:13]1.